describe an organic reaction: reactants, conditions, products, and yield From a dataset of the Open Reaction Database (ORD), a public repository of structured organic reaction records. Reactants: N1(CCCCC1)C1=C(N)C=CC=C1 (2-piperidinoaniline), [N+](=O)([O-])C1=CC=C(O1)C=O (5-nitro-furan-2-carbaldehyde), C(C)(=O)O[BH-](OC(C)=O)OC(C)=O.[Na+] (sodium triacetoxyborohydride). Run in C(Cl)Cl (DCM). Yields the product [N+](=O)([O-])C(C=1C=CC(=C(C1)N)N1CCCCC1)C=1OC=CC1 (5-(Nitro-furan-2-ylmethyl)-(2-piperidin-1-yl-phenyl)-amine). Reaction SMILES: [N:1]1([C:7]2[CH:13]=[CH:12][CH:11]=[CH:10][C:8]=2[NH2:9])[CH2:6][CH2:5][CH2:4][CH2:3][CH2:2]1.[N+:14]([C:17]1OC(C=O)=[CH:19][CH:18]=1)([O-:16])=[O:15].C(O[BH-](O[C:34](=[O:36])[CH3:35])OC(=O)C)(=O)C.[Na+]>C(Cl)Cl>[N+:14]([CH:17]([C:18]1[O:36][CH:34]=[CH:35][CH:19]=1)[C:11]1[CH:12]=[CH:13][C:7]([N:1]2[CH2:6][CH2:5][CH2:4][CH2:3][CH2:2]2)=[C:8]([NH2:9])[CH:10]=1)([O-:16])=[O:15] |f:2.3|. Procedure details: A solution of 2-piperidinoaniline (1 mmol), 5-nitro-furan-2-carbaldehyde (1.1 mmol) and sodium triacetoxyborohydride (“NaBH(OAc)3”) (2 mmol) in anhydrous DCM (10 mL) was stirred 16 h at room temperature. The mixture was then washed successively with water, dilute aqueous sodium hydroxide (“NaOH”), water and brine before being dried over MgSO4, filtered and concentrated under reduced pressure. Purification of the residual oil by flash silica gel chromatography yielded the product. MS: 301 (M+1). ... The reactants are [OH-].[Na+] (sodium hydroxide), COC(C1=CC=C(C(=O)N(C)C2=CC=C(C=C2)C(=O)OC)C=C1)=O (N-(4-methoxycarbonylphenyl)-N-methyl-terephthalamic acid methyl ester), Cl (hydrochloric acid). Run in C(C)#N (acetonitrile). Conditions: time 16 hour. Yields the product C(=O)(O)C1=CC=C(C=C1)N(C(C1=CC=C(C(=O)O)C=C1)=O)C (N-(4-carboxy-phenyl)-N-methyl-terephthalamic acid). RXN SMILES: C[O:2][C:3](=[O:24])[C:4]1[CH:23]=[CH:22][C:7]([C:8]([N:10]([C:12]2[CH:17]=[CH:16][C:15]([C:18]([O:20]C)=[O:19])=[CH:14][CH:13]=2)[CH3:11])=[O:9])=[CH:6][CH:5]=1.[OH-].[Na+].Cl>C(#N)C>[C:18]([C:15]1[CH:14]=[CH:13][C:12]([N:10]([CH3:11])[C:8](=[O:9])[C:7]2[CH:22]=[CH:23][C:4]([C:3]([OH:24])=[O:2])=[CH:5][CH:6]=2)=[CH:17][CH:16]=1)([OH:20])=[O:19] |f:1.2|. Procedure: 0.99 g of N-(4-methoxycarbonylphenyl)-N-methyl-terephthalamic acid methyl ester was dissolved in 10 ml of acetonitrile and treated with 10 ml of 1N sodium hydroxide solution and the reaction mixture was stirred at room temperature for 16 hours. The mixture was then acidified with 1N hydrochloric acid and the resulting precipitate was filtered off yielding N-(4-carboxy-phenyl)-N-methyl-terephthalamic acid, which was used directly in the next step.